This data is from the Open Reaction Database (ORD), a public repository of structured organic reaction records. The task is: describe an organic reaction: reactants, conditions, products, and yield Starting materials: [Br-], CCOC(=O)C(=O)OCC, CC[Mg+], CCOCC. Yields the product CCOC(=O)C(=O)CC. RXN SMILES: [Br-:11].[C:1]([C:2]([O:4][CH2:3][CH3:5])=[O:6])(=[O:7])[O:8][CH2:9][CH3:10].[CH2:12]([CH3:13])[Mg+:14].[CH3:15][CH2:16][O:17][CH2:18][CH3:19]>>[C:1]([C:2](=[O:4])[CH2:12][CH3:13])(=[O:7])[O:8][CH2:9][CH3:10]. The reactants are N[C@H]1C2=C(C3=C(N(C1=O)CC(C(F)(F)F)O)C=CC=C3)C=CC=C2 ((S)-7-amino-5-(3,3,3-trifluoro-2-hydroxy-propyl)-5H,7H-dibenzo[b,d]azepin-6-one), CC(C(=O)O)(C(=O)NCC(C(F)(F)F)(F)F)C (2,2-dimethyl-N-(2,2,3,3,3-pentafluoro-propyl)-malonamic acid), example 1c. The product is CC(C(=O)N[C@H]1C2=C(C3=C(N(C1=O)CC(C(F)(F)F)O)C=CC=C3)C=CC=C2)(C(=O)NCC(C(F)(F)F)(F)F)C (2,2-Dimethyl-N—[(S)-6-oxo-5-(3,3,3-trifluoro-2-hydroxy-propyl)-6,7-dihydro-5H-dibenzo[b,d]azepin-7-yl]-N′-(2,2,3,3,3-pentafluoro-propyl)-malonamide). As a reaction SMILES: [NH2:1][C@@H:2]1[C:8](=[O:9])[N:7]([CH2:10][CH:11]([OH:16])[C:12]([F:15])([F:14])[F:13])[C:6]2[CH:17]=[CH:18][CH:19]=[CH:20][C:5]=2[C:4]2[CH:21]=[CH:22][CH:23]=[CH:24][C:3]1=2.[CH3:25][C:26]([CH3:41])([C:30]([NH:32][CH2:33][C:34]([F:40])([F:39])[C:35]([F:38])([F:37])[F:36])=[O:31])[C:27](O)=[O:28]>>[CH3:25][C:26]([CH3:41])([C:30]([NH:32][CH2:33][C:34]([F:39])([F:40])[C:35]([F:36])([F:38])[F:37])=[O:31])[C:27]([NH:1][C@@H:2]1[C:8](=[O:9])[N:7]([CH2:10][CH:11]([OH:16])[C:12]([F:15])([F:13])[F:14])[C:6]2[CH:17]=[CH:18][CH:19]=[CH:20][C:5]=2[C:4]2[CH:21]=[CH:22][CH:23]=[CH:24][C:3]1=2)=[O:28]. Procedure: Using (S)-7-amino-5-(3,3,3-trifluoro-2-hydroxy-propyl)-5H,7H-dibenzo[b,d]azepin-6-one and 2,2-dimethyl-N-(2,2,3,3,3-pentafluoro-propyl)-malonamic acid, the title compound was prepared in the same manner as example 1c (87%). White solid. MS: m/e=582(M+H+). The reactants are ClC1=C(C=CC=C1)C=1N(C2=NC(=NC(=C2N1)N1CCN(CC1)CC)C)CC1CCOCC1 (8-(2-Chloro-phenyl)-6-(4-ethyl-piperazin-1-yl)-2-methyl-9-(tetrahydro-pyran-4-ylmethyl)-9H-purine), Cl (hydrogen chloride). Solvent: C(C)OCC (diethyl ether). Yields the product Cl.ClC1=C(C=CC=C1)C=1N(C2=NC(=NC(=C2N1)N1CCN(CC1)CC)C)CC1CCOCC1 (8-(2-Chloro-phenyl)-6-(4-ethyl-piperazin-1-yl)-2-methyl-9-(tetrahydro-pyran-4-ylmethyl)-9H-purine hydrochloride salt). Yield: 191.1%. RXN SMILES: [Cl:1][C:2]1[CH:7]=[CH:6][CH:5]=[CH:4][C:3]=1[C:8]1[N:9]([CH2:26][CH:27]2[CH2:32][CH2:31][O:30][CH2:29][CH2:28]2)[C:10]2[C:15]([N:16]=1)=[C:14]([N:17]1[CH2:22][CH2:21][N:20]([CH2:23][CH3:24])[CH2:19][CH2:18]1)[N:13]=[C:12]([CH3:25])[N:11]=2.Cl>C(OCC)C>[ClH:1].[Cl:1][C:2]1[CH:7]=[CH:6][CH:5]=[CH:4][C:3]=1[C:8]1[N:9]([CH2:26][CH:27]2[CH2:28][CH2:29][O:30][CH2:31][CH2:32]2)[C:10]2[C:15]([N:16]=1)=[C:14]([N:17]1[CH2:18][CH2:19][N:20]([CH2:23][CH3:24])[CH2:21][CH2:22]1)[N:13]=[C:12]([CH3:25])[N:11]=2 |f:3.4|. Procedure details: Stir 8-(2-Chloro-phenyl)-6-(4-ethyl-piperazin-1-yl)-2-methyl-9-(tetrahydro-pyran-4-ylmethyl)-9H-purine (5.23 g, 11.5 mmol) in diethyl ether (45 mL) and add hydrogen chloride (4N in 1,4-dioxane, 2.9 mL, 11.5 mmol) at room temperature. After 2 hours collect the solid obtained by filtration and wash with diethyl ether. Vacuum dry to afford the title compound (5.4 g) MS (m/z): 455/457 (M+1−HCl). Starting materials: C(C)(=O)OC(C)=O (acetic anhydride), NCCC1=CNC2=CC=C(C(=C12)Cl)OC (3-(2-aminoethyl)-4-chloro-5-methoxyindole). The solvent is C(=O)O (formic acid). Conditions: time 10 minute. Yields the product C(=O)NCCC1=CNC2=CC=C(C(=C12)Cl)OC (3-(2-formylaminoethyl)-4-chloro-5-methoxyindole). Reaction SMILES: [C:1](OC(=O)C)(=[O:3])C.[NH2:8][CH2:9][CH2:10][C:11]1[C:19]2[C:14](=[CH:15][CH:16]=[C:17]([O:21][CH3:22])[C:18]=2[Cl:20])[NH:13][CH:12]=1>C(O)=O>[CH:1]([NH:8][CH2:9][CH2:10][C:11]1[C:19]2[C:14](=[CH:15][CH:16]=[C:17]([O:21][CH3:22])[C:18]=2[Cl:20])[NH:13][CH:12]=1)=[O:3]. Procedure details: To a mixture of formic acid (90%, 1.25 ml) and acetic anhydride (2.75 ml) was added 3-(2-aminoethyl)-4-chloro-5-methoxyindole (220 mg, 0.98 mmol), and the solution was stirred for 10 minutes. Removal of volatile components in vacuo at 30° C. left a residue which was partitioned between aqueous sodium bicarbonate and chloroform. The organic phase was separated, dried (Na2SO4) and evaporated to dryness. Purification by chromatography (SiO2 ; C6H14 /CHCl3) gave 3-(2-formylaminoethyl)-4-chloro-5-met...